Dataset: the Open Reaction Database (ORD), a public repository of structured organic reaction records. Task: describe an organic reaction: reactants, conditions, products, and yield Starting materials: C(C)OC(N(C1=C(C(=NC(=C1)Br)Br)[N+](=O)[O-])CC1=CC(=CC=C1)C#N)=O ((3-cyano-benzyl)-(2,6-dibromo-3-nitro-pyridin-4-yl)-carbamic acid ethyl ester), N (ammonia), 2-methyl-THF. Yields the product C(C)OC(N(CC1=CC(=CC=C1)C#N)C1=C(C(=NC(=C1)Br)N)[N+](=O)[O-])=O ((2-Amino-6-bromo-3-nitro-pyridin-4-yl)-(3-cyano-benzyl)-carbamic acid ethyl ester), product. Reaction SMILES: [CH2:1]([O:3][C:4](=[O:26])[N:5]([CH2:17][C:18]1[CH:23]=[CH:22][CH:21]=[C:20]([C:24]#[N:25])[CH:19]=1)[C:6]1[CH:11]=[C:10]([Br:12])[N:9]=[C:8](Br)[C:7]=1[N+:14]([O-:16])=[O:15])[CH3:2].[NH3:27]>>[CH2:1]([O:3][C:4](=[O:26])[N:5]([C:6]1[CH:11]=[C:10]([Br:12])[N:9]=[C:8]([NH2:27])[C:7]=1[N+:14]([O-:16])=[O:15])[CH2:17][C:18]1[CH:23]=[CH:22][CH:21]=[C:20]([C:24]#[N:25])[CH:19]=1)[CH3:2]. Procedure: The title compound was prepared following the example in preparation 68 using (3-cyano-benzyl)-(2,6-dibromo-3-nitro-pyridin-4-yl)-carbamic acid ethyl ester (2.32 g), aqueous ammonia (10.2 ml), and 2-methyl-THF (10.2 ml). This gave the product (1.51 g) as a yellow solid.